From a dataset of the Open Reaction Database (ORD), a public repository of structured organic reaction records. describe an organic reaction: reactants, conditions, products, and yield The reactants are C(=O)(N1C=NC=C1)N1C=NC=C1 (1,1'-carbonylbis(1H-imidazole)), C(C)(C)(C)C1=C(C=C(C=C1)C(=O)O)NC(CC(CCCCC)C1=C2C(=CC=C1)OCCO2)=O (N-(2-t-butyl-5-carboxyphenyl)-3-(2,3-ethylenedioxyphenyl)octanamide), N (ammonia). The solvent is C(C)#N (acetonitrile). Run at time 30 minute. The product is C(C)(C)(C)C1=C(C=C(C=C1)C(N)=O)NC(CC(CCCCC)C1=C2C(=CC=C1)OCCO2)=O (N-(2-t-Butyl-5-carbamoylphenyl)-3-(2,3-ethylenedioxyphenyl)octanamide). Yield: 92.3%. Reaction SMILES: C(N1C=CN=C1)([N:3]1C=CN=C1)=O.[C:13]([C:17]1[CH:22]=[CH:21][C:20]([C:23](O)=[O:24])=[CH:19][C:18]=1[NH:26][C:27](=[O:45])[CH2:28][CH:29]([C:35]1[CH:40]=[CH:39][CH:38]=[C:37]2[O:41][CH2:42][CH2:43][O:44][C:36]=12)[CH2:30][CH2:31][CH2:32][CH2:33][CH3:34])([CH3:16])([CH3:15])[CH3:14].N>C(#N)C>[C:13]([C:17]1[CH:22]=[CH:21][C:20]([C:23](=[O:24])[NH2:3])=[CH:19][C:18]=1[NH:26][C:27](=[O:45])[CH2:28][CH:29]([C:35]1[CH:40]=[CH:39][CH:38]=[C:37]2[O:41][CH2:42][CH2:43][O:44][C:36]=12)[CH2:30][CH2:31][CH2:32][CH2:33][CH3:34])([CH3:16])([CH3:15])[CH3:14]. Procedure: 165 mg (1.02 mmol) of 1,1'-carbonylbis(1H-imidazole) were added to a solution of 355 mg (0.783 mmol) of N-(2-t-butyl-5-carboxyphenyl)-3-(2,3-ethylenedioxyphenyl)octanamide (prepared as described in Preparation 74C) in 7.0 ml of dry acetonitrile, and the resulting mixture was stirred at room temperature for 30 minutes, after which 0.46 ml of 29% v/v aqueous ammonia was added. The reaction mixture was stirred at room temperature for 1 hour, after which the mixture was freed from the solvent by dis... As a reaction SMILES: [C:1]([CH3:2])([CH3:3])([CH3:4])[n:5]1[n:6][cH:7][c:8]([NH:10][C:11](=[O:12])[NH:13][c:14]2[c:15]([F:35])[cH:16][c:17]([CH3:34])[c:18](-[c:20]3[cH:21][c:22]4[c:23]([n:24][c:25]([NH:28][CH3:29])[n:26][cH:27]4)[n:30]([CH3:33])[c:31]3=[O:32])[cH:19]2)[cH:9]1.[CH2:45]1[O:46][CH2:47][CH2:48][CH2:49]1.[c:36]1([CH:42]([CH3:43])[NH2:44])[cH:37][cH:38][cH:39][cH:40][cH:41]1>>[C:1]([CH3:2])([CH3:3])([CH3:4])[n:5]1[n:6][cH:7][c:8]([NH:10][C:11](=[O:12])[NH:13][c:14]2[c:15]([F:35])[cH:16][c:17]([CH3:34])[c:18](-[c:20]3[cH:21][c:22]4[c:23]([n:24][c:25]([NH:44][CH:42]([c:36]5[cH:37][cH:38][cH:39][cH:40][cH:41]5)[CH3:43])[n:26][cH:27]4)[n:30]([CH3:33])[c:31]3=[O:32])[cH:19]2)[cH:9]1. Starting materials: CNc1ncc2cc(-c3cc(NC(=O)Nc4cnn(C(C)(C)C)c4)c(F)cc3C)c(=O)n(C)c2n1, C1CCOC1, CC(N)c1ccccc1. The product is Cc1cc(F)c(NC(=O)Nc2cnn(C(C)(C)C)c2)cc1-c1cc2cnc(NC(C)c3ccccc3)nc2n(C)c1=O. Starting materials: CN(C)C=O, COC(C)(C)CCCC(C)CCO, O=[N+]([O-])c1ccc(CBr)cc1, O, CCOP(OCC)OCC. Product: COC(C)(C)CCCC(C)CC=Cc1ccc([N+](=O)[O-])cc1. RXN SMILES: [CH3:22][N:23]([CH3:24])[CH:25]=[O:26].[CH3:27][O:28][C:29]([CH2:30][CH2:31][CH2:32][CH:33]([CH2:34][CH2:35][OH:36])[CH3:37])([CH3:38])[CH3:39].[N+:1](=[O:2])([O-:3])[c:4]1[cH:5][cH:6][c:7]([CH2:8][Br:9])[cH:10][cH:11]1.[OH2:40].[P:12]([O:13][CH2:14][CH3:15])([O:16][CH2:17][CH3:18])[O:19][CH2:20][CH3:21]>>[N+:1](=[O:2])([O-:3])[c:4]1[cH:5][cH:6][c:7]([CH:8]=[CH:35][CH2:34][CH:33]([CH2:32][CH2:31][CH2:30][C:29]([O:28][CH3:27])([CH3:38])[CH3:39])[CH3:37])[cH:10][cH:11]1. Starting materials: B, Cc1cc(C)n2nc(C=O)nc2n1, CNC, CO, CC(C)(C#N)c1ccc(CCC2(C3CCCC3)CC(=O)CC(=O)O2)cc1F. The product is Cc1cc(C)n2nc(CC3=C(O)CC(CCc4ccc(C(C)(C)C#N)c(F)c4)(C4CCCC4)OC3=O)nc2n1. RXN SMILES: [BH3:44].[CH3:28][c:29]1[n:30][c:31]2[n:32]([c:33]([CH3:35])[cH:34]1)[n:36][c:37]([CH:39]=[O:40])[n:38]2.[CH3:41][NH:42][CH3:43].[CH3:45][OH:46].[CH:1]1([C:6]2([CH2:14][CH2:15][c:16]3[cH:17][c:18]([F:27])[c:19]([C:22]([C:23]#[N:24])([CH3:25])[CH3:26])[cH:20][cH:21]3)[O:7][C:8](=[O:13])[CH2:9][C:10](=[O:12])[CH2:11]2)[CH2:2][CH2:3][CH2:4][CH2:5]1>>[CH:1]1([C:6]2([CH2:14][CH2:15][c:16]3[cH:17][c:18]([F:27])[c:19]([C:22]([C:23]#[N:24])([CH3:25])[CH3:26])[cH:20][cH:21]3)[O:7][C:8](=[O:13])[C:9]([CH2:39][c:37]3[n:36][n:32]4[c:31]([n:30][c:29]([CH3:28])[cH:34][c:33]4[CH3:35])[n:38]3)=[C:10]([OH:12])[CH2:11]2)[CH2:2][CH2:3][CH2:4][CH2:5]1. Reactants: C(C1=CC=CC=C1)(=O)C=1C=C(C=CC1)CC#N ((3-benzoylphenyl)acetonitrile), C(OC)(OC)=O (dimethyl carbonate), C(=O)([O-])[O-].[K+].[K+] (K2CO3), steel. The product is OC(=O)C(C)C1=CC(C(=O)C2=CC=CC=C2)=CC=C1 (ketoprofen). The yield is 80.0%. RXN SMILES: [C:1]([C:9]1[CH:10]=[C:11]([CH2:15][C:16]#N)[CH:12]=[CH:13][CH:14]=1)(=[O:8])[C:2]1[CH:7]=[CH:6][CH:5]=[CH:4][CH:3]=1.[C:18](=O)([O:21]C)[O:19]C.C([O-])([O-])=O.[K+].[K+]>>[OH:21][C:18]([CH:15]([C:11]1[CH:12]=[CH:13][CH:14]=[C:9]([C:1]([C:2]2[CH:7]=[CH:6][CH:5]=[CH:4][CH:3]=2)=[O:8])[CH:10]=1)[CH3:16])=[O:19] |f:2.3.4|. Procedure: A mixture of (3-benzoylphenyl)acetonitrile (1 g), dimethyl carbonate (15 ml) and K2CO3 (3 g) in the 1:40:5 molar ratio, is reacted in a steel autoclave at the temperature of 140° C. for 10 hours and 30 minutes. After recovering DMC, 0.85 g of the title product are obtained, with a monomethylation selectivity >99% (80% yield), which is hydrolyzed to obtain ketoprofen by known methods.